The task is: describe an organic reaction: reactants, conditions, products, and yield. This data is from the Open Reaction Database (ORD), a public repository of structured organic reaction records. Reactants: CC(=O)O[BH-](OC(C)=O)OC(C)=O, C1CCOC1, CC(=O)O, O=Cc1ccc(C=CC(=O)Nc2ccc(-c3ccc(Cl)cc3)cc2)cc1, [Na+], O. Product: O=C(C=Cc1ccc(CO)cc1)Nc1ccc(-c2ccc(Cl)cc2)cc1. As a reaction SMILES: [C:31]([O:32][BH-:33]([O:34][C:35](=[O:36])[CH3:37])[O:38][C:39](=[O:40])[CH3:41])(=[O:42])[CH3:43].[CH2:46]1[O:47][CH2:48][CH2:49][CH2:50]1.[CH3:27][C:28](=[O:29])[OH:30].[Cl:1][c:2]1[cH:3][cH:4][c:5](-[c:8]2[cH:9][cH:10][c:11]([NH:14][C:15]([CH:16]=[CH:17][c:18]3[cH:19][cH:20][c:21]([CH:24]=[O:25])[cH:22][cH:23]3)=[O:26])[cH:12][cH:13]2)[cH:6][cH:7]1.[Na+:44].[OH2:45]>>[Cl:1][c:2]1[cH:3][cH:4][c:5](-[c:8]2[cH:9][cH:10][c:11]([NH:14][C:15]([CH:16]=[CH:17][c:18]3[cH:19][cH:20][c:21]([CH2:24][OH:25])[cH:22][cH:23]3)=[O:26])[cH:12][cH:13]2)[cH:6][cH:7]1.